Dataset: the Open Reaction Database (ORD), a public repository of structured organic reaction records. Task: describe an organic reaction: reactants, conditions, products, and yield Reactants: CC(=O)OCCOc1ccccc1, ClCCl, O=S(=O)(O)Cl. The product is CC(=O)OCCOc1ccc(S(=O)(=O)Cl)cc1. RXN SMILES: [C:1]([CH3:2])(=[O:3])[O:4][CH2:5][CH2:6][O:7][c:8]1[cH:9][cH:10][cH:11][cH:12][cH:13]1.[CH2:19]([Cl:20])[Cl:21].[Cl:14][S:15](=[O:16])(=[O:17])[OH:18]>>[C:1]([CH3:2])(=[O:3])[O:4][CH2:5][CH2:6][O:7][c:8]1[cH:9][cH:10][c:11]([S:15]([Cl:14])(=[O:16])=[O:17])[cH:12][cH:13]1. Reactants: C1CCOC1, COC(=O)c1ccc(OC)c(SC(=O)N(C)C)c1, Cl. The product is COC(=O)c1ccc(OC)c(S)c1. As a reaction SMILES: [CH2:19]1[O:20][CH2:21][CH2:22][CH2:23]1.[CH3:1][O:2][C:3]([c:4]1[cH:5][c:6]([S:12][C:13](=[O:14])[N:15]([CH3:16])[CH3:17])[c:7]([O:10][CH3:11])[cH:8][cH:9]1)=[O:18].[ClH:24]>>[CH3:1][O:2][C:3]([c:4]1[cH:5][c:6]([SH:12])[c:7]([O:10][CH3:11])[cH:8][cH:9]1)=[O:18]. The product is CC(C)(C)OC(=O)N1CCN(c2nc(-c3ccc(N)cc3)nc(N3CC4CCC(C3)O4)n2)CC1. Reactants: CCO, CC(C)(C)OC(=O)N1CCN(c2nc(Cl)nc(N3CC4CCC(C3)O4)n2)CC1, Nc1ccc(B(O)O)cc1, [Na+], [Na+], O=C([O-])[O-], [Pd], c1ccc(P(c2ccccc2)c2ccccc2)cc1, Cc1ccccc1, c1ccc(P(c2ccccc2)c2ccccc2)cc1, c1ccc(P(c2ccccc2)c2ccccc2)cc1, c1ccc(P(c2ccccc2)c2ccccc2)cc1. Reaction SMILES: [CH2:46]([OH:47])[CH3:48].[CH:1]12[CH2:2][N:3]([c:9]3[n:10][c:11]([N:16]4[CH2:17][CH2:18][N:19]([C:22](=[O:23])[O:24][C:25]([CH3:26])([CH3:27])[CH3:28])[CH2:20][CH2:21]4)[n:12][c:13]([Cl:15])[n:14]3)[CH2:4][CH:5]([CH2:6][CH2:7]1)[O:8]2.[NH2:29][c:30]1[cH:31][cH:32][c:33]([B:36]([OH:37])[OH:38])[cH:34][cH:35]1.[Na+:49].[Na+:50].[O-:51][C:52](=[O:53])[O-:54].[Pd:55].[c:113]1([P:114]([c:115]2[cH:116][cH:117][cH:118][cH:119][cH:120]2)[c:121]2[cH:122][cH:123][cH:124][cH:125][cH:126]2)[cH:127][cH:128][cH:129][cH:130][cH:131]1.[c:39]1([CH3:40])[cH:41][cH:42][cH:43][cH:44][cH:45]1.[c:56]1([P:57]([c:58]2[cH:59][cH:60][cH:61][cH:62][cH:63]2)[c:64]2[cH:65][cH:66][cH:67][cH:68][cH:69]2)[cH:70][cH:71][cH:72][cH:73][cH:74]1.[c:75]1([P:76]([c:77]2[cH:78][cH:79][cH:80][cH:81][cH:82]2)[c:83]2[cH:84][cH:85][cH:86][cH:87][cH:88]2)[cH:89][cH:90][cH:91][cH:92][cH:93]1.[c:94]1([P:95]([c:96]2[cH:97][cH:98][cH:99][cH:100][cH:101]2)[c:102]2[cH:103][cH:104][cH:105][cH:106][cH:107]2)[cH:108][cH:109][cH:110][cH:111][cH:112]1>>[CH:1]12[CH2:2][N:3]([c:9]3[n:10][c:11]([N:16]4[CH2:17][CH2:18][N:19]([C:22](=[O:23])[O:24][C:25]([CH3:26])([CH3:27])[CH3:28])[CH2:20][CH2:21]4)[n:12][c:13](-[c:33]4[cH:32][cH:31][c:30]([NH2:29])[cH:35][cH:34]4)[n:14]3)[CH2:4][CH:5]([CH2:6][CH2:7]1)[O:8]2. Reactants: CS(=O)(=O)Nc1cc(C(O)CN)ccc1O, O=C1CCN(c2ccc(NS(=O)(=O)c3ccc(C(=O)O)cc3)cc2)CC1. The product is CS(=O)(=O)Nc1cc(C(O)CNC2CCN(c3ccc(NS(=O)(=O)c4ccc(C(=O)O)cc4)cc3)CC2)ccc1O. RXN SMILES: [NH2:27][CH2:28][CH:29]([OH:30])[c:31]1[cH:32][cH:33][c:34]([OH:42])[c:35]([NH:37][S:38](=[O:39])(=[O:40])[CH3:41])[cH:36]1.[O:1]=[C:2]1[CH2:3][CH2:4][N:5]([c:8]2[cH:9][cH:10][c:11]([NH:14][S:15](=[O:16])(=[O:17])[c:18]3[cH:19][cH:20][c:21]([C:22](=[O:23])[OH:24])[cH:25][cH:26]3)[cH:12][cH:13]2)[CH2:6][CH2:7]1>>[CH:2]1([NH:27][CH2:28][CH:29]([OH:30])[c:31]2[cH:32][cH:33][c:34]([OH:42])[c:35]([NH:37][S:38](=[O:39])(=[O:40])[CH3:41])[cH:36]2)[CH2:3][CH2:4][N:5]([c:8]2[cH:9][cH:10][c:11]([NH:14][S:15](=[O:16])(=[O:17])[c:18]3[cH:19][cH:20][c:21]([C:22](=[O:23])[OH:24])[cH:25][cH:26]3)[cH:12][cH:13]2)[CH2:6][CH2:7]1. Reactants: C(C)(=O)C1=CC=C(C(=O)OCC)C=C1 (ethyl 4-acetylbenzoate), COC(N(C)C)OC (N,N-dimethylformamide dimethyl acetal). The product is CN(/C=C/C(=O)C1=CC=C(C(=O)OCC)C=C1)C (ethyl 4-[(2E)-3-(dimethylamino)prop-2-enoyl]benzoate). RXN SMILES: [C:1]([C:4]1[CH:14]=[CH:13][C:7]([C:8]([O:10][CH2:11][CH3:12])=[O:9])=[CH:6][CH:5]=1)(=[O:3])[CH3:2].CO[CH:17](OC)[N:18]([CH3:20])[CH3:19]>>[CH3:17][N:18]([CH3:20])/[CH:19]=[CH:2]/[C:1]([C:4]1[CH:14]=[CH:13][C:7]([C:8]([O:10][CH2:11][CH3:12])=[O:9])=[CH:6][CH:5]=1)=[O:3]. Reported procedure: A mixture of ethyl 4-acetylbenzoate (3.00 g, 15.62 mmol) and N,N-dimethylformamide dimethyl acetal (6.2 g, 52.10 mmol) was refluxed for 18 hours, cooled and concentrated to give ethyl 4-[(2E)-3-(dimethylamino)prop-2-enoyl]benzoate quantitatively. A solution of ethyl 4-[(2E)-3-(dimethylamino)prop-2-enoyl]benzoate, potassium carbonate (3.55 g, 25.74 mmol), and 4-(amidinoamino)benzamide (3.10 g, 12.87 mmol) in ETOH (120 mL) was refluxed for 18 hours. The mixture was cooled, filtered, and washed wit...